Dataset: the Open Reaction Database (ORD), a public repository of structured organic reaction records. Task: describe an organic reaction: reactants, conditions, products, and yield The reactants are BrC=1C=NC=C(C=O)C1 (5-bromonicotinaldehyde), C(=O)([O-])[O-].[K+].[K+] (K2CO3), CC1=CC=C(C=C1)S(=O)(=O)C[N+]#[C-] (TOSMIC). Run in CO (MeOH). Reaction conditions: temperature 85 celsius. Yields the product BrC=1C=C(C=NC1)C1=CN=CO1 (5-(5-bromopyridin-3-yl)oxazole). Isolated yield 53.3%. RXN SMILES: [Br:1][C:2]1[CH:3]=[N:4][CH:5]=[C:6]([CH:9]=1)[CH:7]=[O:8].C([O-])([O-])=O.[K+].[K+].CC1C=CC(S([CH2:26][N+:27]#[C-:28])(=O)=O)=CC=1>CO>[Br:1][C:2]1[CH:9]=[C:6]([C:7]2[O:8][CH:28]=[N:27][CH:26]=2)[CH:5]=[N:4][CH:3]=1 |f:1.2.3|. Reported procedure: To a solution of 5-bromonicotinaldehyde (0.2 g, 1 mmol) in MeOH (5 mL) was added K2CO3 (0.3 g, 2 mmol) followed by TOSMIC (0.27 g, 1.39 mmol). The mixture was heated to 85° C. for 2 h. Methanol was evaporated under reduced pressure and the residue was dissolved in DCM then washed with water. The organic extracts were dried over sodium sulfate, filtered and concentrated. The residue was purified by silica gel column chromatography using 2.1% MeOH in DCM as the eluent to provide 5-(5-bromopyridin-... The reactants are CC1=CC=C(C=C1)CN(C(CC1=CC=C(C=C1)OC)=O)C1CCN(CC1)C(=O)OC(C)(C)C (N-((4-methylphenyl)methyl)-N-(1-(tert-butyloxycarbonyl)piperidin-4-yl)-4-methoxyphenylacetamide), C(C)(=O)OC(C)=O (acetic anhydride), C1(CCCCC1)C=O (Cyclohexanecarboxaldehyde), [BH4-] (borohydride). The solvent is C(C)O (ethanol). Reaction conditions: time 48 hour. Product: C1(CCCCC1)CN1CCC(CC1)N(C(CC1=CC=C(C=C1)OC)=O)CC1=CC=C(C=C1)C (N-(1-(Cyclohexylmethyl)piperidin-4-yl)-N-((4-methylphenyl)methyl)-4-methoxyphenylacetamide). Reaction SMILES: [CH3:1][C:2]1[CH:7]=[CH:6][C:5]([CH2:8][N:9]([CH:21]2[CH2:26][CH2:25][N:24]([C:27](OC(C)(C)C)=O)[CH2:23][CH2:22]2)[C:10](=[O:20])[CH2:11][C:12]2[CH:17]=[CH:16][C:15]([O:18][CH3:19])=[CH:14][CH:13]=2)=[CH:4][CH:3]=1.[CH:34]1(C=O)[CH2:39][CH2:38][CH2:37][CH2:36][CH2:35]1.[BH4-].C(OC(=O)C)(=O)C>C(O)C>[CH:34]1([CH2:27][N:24]2[CH2:23][CH2:22][CH:21]([N:9]([CH2:8][C:5]3[CH:6]=[CH:7][C:2]([CH3:1])=[CH:3][CH:4]=3)[C:10](=[O:20])[CH2:11][C:12]3[CH:13]=[CH:14][C:15]([O:18][CH3:19])=[CH:16][CH:17]=3)[CH2:26][CH2:25]2)[CH2:39][CH2:38][CH2:37][CH2:36][CH2:35]1. Reported procedure: The product from example 13 above (20 mg, 0.06 mmol) was dissolved in abs. ethanol (2 ml). Cyclohexanecarboxaldehyde (0.138 ml, 1.1 mmol) was added followed by solid-supported borohydride (150 mg, 2.5 mmol/g resin; Aldrich 32,864-2). The mixture was shaken at room temperature. After 48 h, the resin was filtered off and acetic anhydride (0.02 ml, 0.2 mmol) was added to the organic solution. After 24 h, the mixture was concentrated and redissolved in methanol (2 ml). The solution was added on to a...